Dataset: the Open Reaction Database (ORD), a public repository of structured organic reaction records. Task: describe an organic reaction: reactants, conditions, products, and yield The reactants are CCCCCCCCCCCCCCOc1ccc(CC(=O)Cl)cc1, ClCCl, ClC(Cl)Cl, NCc1ccccn1, c1ccncc1. Yields the product CCCCCCCCCCCCCCOc1ccc(CC(=O)NCc2ccccn2)cc1. Reaction SMILES: [CH2:15]([CH2:16][CH2:17][CH2:18][CH2:19][CH2:20][CH2:21][CH2:22][CH2:23][CH2:24][CH2:25][CH2:26][CH2:27][CH3:28])[O:29][c:30]1[cH:31][cH:32][c:33]([CH2:36][C:37](=[O:38])[Cl:39])[cH:34][cH:35]1.[CH2:40]([Cl:41])[Cl:42].[CH:43]([Cl:44])([Cl:45])[Cl:46].[NH2:1][CH2:2][c:3]1[n:4][cH:5][cH:6][cH:7][cH:8]1.[cH:9]1[cH:10][cH:11][n:12][cH:13][cH:14]1>>[NH:1]([CH2:2][c:3]1[n:4][cH:5][cH:6][cH:7][cH:8]1)[C:37]([CH2:36][c:33]1[cH:32][cH:31][c:30]([O:29][CH2:15][CH2:16][CH2:17][CH2:18][CH2:19][CH2:20][CH2:21][CH2:22][CH2:23][CH2:24][CH2:25][CH2:26][CH2:27][CH3:28])[cH:35][cH:34]1)=[O:38]. Starting materials: {[(t-Bu)2P(OH)]PdCl2}2, BrC1=CC=CC=C1 (bromobenzene), N1CCCCC1 (piperidine), NaO(t-Bu). Run in C1(=CC=CC=C1)C (toluene). Yields the product C1(=CC=CC=C1)N1CCCCC1 (1-phenylpiperidine). Yield: 41.6%. RXN SMILES: Br[C:2]1[CH:7]=[CH:6][CH:5]=[CH:4][CH:3]=1.[NH:8]1[CH2:13][CH2:12][CH2:11][CH2:10][CH2:9]1>C1(C)C=CC=CC=1>[C:2]1([N:8]2[CH2:13][CH2:12][CH2:11][CH2:10][CH2:9]2)[CH:7]=[CH:6][CH:5]=[CH:4][CH:3]=1. Reported procedure: A 50 mL of reactor equipped with magnetic stir bar was charged with 35 mg (0.05 mmol) of {[(t-Bu)2P(OH)]PdCl2}2 (from Experiment 8), 1.57 g (10.0 mmol) of bromobenzene, 1.02 g (12.0 mmol) of piperidine and 1.35 g (14.0 mmol) of NaO(t-Bu) in 20.0 mL of toluene. The resulting mixture was refluxed for 5 h before the reaction was cooled to room temperature and quenched with 50 mL of H2O. The mixture was transferred to a separatory funnel, and diluted with 300 mL of diethyl ether. The layers were sep...